Dataset: the Open Reaction Database (ORD), a public repository of structured organic reaction records. Task: describe an organic reaction: reactants, conditions, products, and yield The reactants are BrC1=C2C=CC=CC2=C(C2=C1SC(=C2C)C)C2=CC(=C(C=C2)O)C2CCCC2 (4-(9-bromo-2,3-dimethyl-naphtho[2,3-b]thiophen-4-yl)-2-cyclopentyl-phenol), ClS(=O)(=O)C1=CC(=C(C(=O)O)C=C1)O (4-chlorosulphonyl-2-hydroxybenzoic acid). The product is BrC1=C2C=CC=CC2=C(C2=C1SC(=C2C)C)C2=CC(=C(OS(=O)(=O)C1=CC(=C(C(=O)O)C=C1)O)C=C2)C2CCCC2 (4-[4-(9-Bromo-2,3-dimethyl-naphtho[2,3-b]thiophen-4-yl)-2-cyclopentyl-phenoxysulfonyl]-2-hydroxy-benzoic acid). As a reaction SMILES: [Br:1][C:2]1[C:11]2[S:12][C:13]([CH3:16])=[C:14]([CH3:15])[C:10]=2[C:9]([C:17]2[CH:22]=[CH:21][C:20]([OH:23])=[C:19]([CH:24]3[CH2:28][CH2:27][CH2:26][CH2:25]3)[CH:18]=2)=[C:8]2[C:3]=1[CH:4]=[CH:5][CH:6]=[CH:7]2.Cl[S:30]([C:33]1[CH:41]=[CH:40][C:36]([C:37]([OH:39])=[O:38])=[C:35]([OH:42])[CH:34]=1)(=[O:32])=[O:31]>>[Br:1][C:2]1[C:11]2[S:12][C:13]([CH3:16])=[C:14]([CH3:15])[C:10]=2[C:9]([C:17]2[CH:22]=[CH:21][C:20]([O:23][S:30]([C:33]3[CH:41]=[CH:40][C:36]([C:37]([OH:39])=[O:38])=[C:35]([OH:42])[CH:34]=3)(=[O:32])=[O:31])=[C:19]([CH:24]3[CH2:28][CH2:27][CH2:26][CH2:25]3)[CH:18]=2)=[C:8]2[C:3]=1[CH:4]=[CH:5][CH:6]=[CH:7]2. Procedure: Using 4-(9-bromo-2,3-dimethyl-naphtho[2,3-b]thiophen-4-yl)-2-cyclopentyl-phenol (0.289 g, 0.641 mmol) and 4-chlorosulphonyl-2-hydroxybenzoic acid (0.717 g, 3.03 mmol) the title compound was prepared according to the procedure in Example 1, step 9. Purification on Dynamax C18 eluting with 100% CH3CN (0.1% TFA added) gave 0.25 g (60%) of the title compound as a yellow solid, mp >225° C.; 1H NMR (DMSO-d6) δ 1.31-1.36 (m, 2 H), 1.49-1.59 (m, 5 H), 1.61-1.63 (m, 3 H), 1.78-1.82 (m, 1 H), 2.44 (s, 3 H... Starting materials: ice, Br (HBr), [N+](=[N-])=C (diazomethane), CC1=CC=C(C=C1)S(=O)(=O)N(C)N=O (Diazald), [OH-].[K+] (potassium hydroxide), ClC(=O)OCC(C)C (Isobutyl chloroformate), C(C1=CC=CC=C1)C1(CCC2=CC=CC=C12)C(=O)O (1-benzylindane-1-carboxylic acid), CN1CCOCC1 (N-methylmorpholine). Run in O (water), C(C)OCC (diethyl ether), O1CCCC1 (tetrahydrofuran). Conditions: time 30 minute. Yields the product C(C1=CC=CC=C1)C1(CCC2=CC=CC=C12)C(CBr)=O (1-(1-benzyl-2,3-dihydro-1H-inden-1-yl)-2-bromoethanone). RXN SMILES: [CH2:1]([C:8]1(C(O)=O)[C:16]2[C:11](=[CH:12][CH:13]=[CH:14][CH:15]=2)[CH2:10][CH2:9]1)[C:2]1[CH:7]=[CH:6][CH:5]=[CH:4][CH:3]=1.CN1[CH2:26][CH2:25][O:24]CC1.ClC(OCC(C)C)=O.[N+](=C)=[N-].CC1C=CC(S(N(N=O)C)(=O)=O)=CC=1.[OH-].[K+].[BrH:54]>O1CCCC1.O.C(OCC)C>[CH2:1]([C:8]1([C:25](=[O:24])[CH2:26][Br:54])[C:16]2[C:11](=[CH:12][CH:13]=[CH:14][CH:15]=2)[CH2:10][CH2:9]1)[C:2]1[CH:7]=[CH:6][CH:5]=[CH:4][CH:3]=1 |f:5.6|. Procedure details: To a room temperature solution of 1-benzylindane-1-carboxylic acid (2.4 g, 9.5 mmol) in 50 mL of tetrahydrofuran was added N-methylmorpholine (1 g, 10 mmol). Isobutyl chloroformate (1.4 g, 10 mmol) was added and the reaction was stirred at room temperature for 30 minutes. The reaction was filtered and the supernatant was isolated and evaporated. The residue was dissolved in 50 mL of diethyl ether and excess CH2N2 (25 mmol of diazomethane prepared from a 70 mL diethyl ether solution of Diazald (7... Reactants: C(C)(C)(C)OC(CN(C1CCCC1)C(C1=C(C=CC=C1)C(C)=O)=S)=O (N-(2-acetylthiobenzoyl)-N-cyclopentylglycine t-butyl ester), [I-].[Na+] (sodium iodide), Cl[Si](C)(C)C (Chlorotrimethylsilane). Run in C(C)#N (acetonitrile). Reaction conditions: time 26 minute. The product is C(C)(=O)C1=C(C(=S)N(CC(=O)O)C2CCCC2)C=CC=C1 (N-(2-Acetylthiobenzoyl)-N-cyclopentylglycine). RXN SMILES: C([O:5][C:6](=[O:25])[CH2:7][N:8]([C:14](=[S:24])[C:15]1[CH:20]=[CH:19][CH:18]=[CH:17][C:16]=1[C:21](=[O:23])[CH3:22])[CH:9]1[CH2:13][CH2:12][CH2:11][CH2:10]1)(C)(C)C.[I-].[Na+].Cl[Si](C)(C)C>C(#N)C>[C:21]([C:16]1[CH:17]=[CH:18][CH:19]=[CH:20][C:15]=1[C:14]([N:8]([CH:9]1[CH2:10][CH2:11][CH2:12][CH2:13]1)[CH2:7][C:6]([OH:25])=[O:5])=[S:24])(=[O:23])[CH3:22] |f:1.2|. Procedure: The crude ester (28.2 g) was combined with sodium iodide (16.5 g, 0.11 m) in acetonitrile (100 ml) and the mixture brought to 45° C. Chlorotrimethylsilane (11.9 g, 0.11 m) was introduced and heating was continued at 45°-52° for 26 min. The mixture was cooled, quenched with water (60 ml) and diluted with methylene chloride. The organic layer was removed, washed with water, sodium thiosulfate solution and brine, and concentrated in vacuo. Treatment of the residue with saturated sodium bicarbonate ... The reactants are ClCc1nc2cccnc2s1, Fc1ccccc1N1CCNCC1. Product: Fc1ccccc1N1CCN(Cc2nc3cccnc3s2)CC1. As a reaction SMILES: [Cl:1][CH2:2][c:3]1[s:4][c:5]2[n:6][cH:7][cH:8][cH:9][c:10]2[n:11]1.[F:12][c:13]1[c:14]([N:19]2[CH2:20][CH2:21][NH:22][CH2:23][CH2:24]2)[cH:15][cH:16][cH:17][cH:18]1>>[CH2:2]([c:3]1[s:4][c:5]2[n:6][cH:7][cH:8][cH:9][c:10]2[n:11]1)[N:22]1[CH2:21][CH2:20][N:19]([c:14]2[c:13]([F:12])[cH:18][cH:17][cH:16][cH:15]2)[CH2:24][CH2:23]1. Starting materials: C([O-])(O)=O.[Na+] (sodium bicarbonate), ClCC(=O)NCC1=C(C=CC(=C1)[N+](=O)[O-])O (2-chloroacetamidomethyl-4-nitro-phenol), O (water), Cl (hydrochloric acid). The solvent is C(C)O (ethanol). Product: NCC1=C(C=CC(=C1)[N+](=O)[O-])O (2-aminomethyl-4-nitro-phenol). RXN SMILES: ClCC([NH:5][CH2:6][C:7]1[CH:12]=[C:11]([N+:13]([O-:15])=[O:14])[CH:10]=[CH:9][C:8]=1[OH:16])=O.Cl.O.C(=O)(O)[O-].[Na+]>C(O)C>[NH2:5][CH2:6][C:7]1[CH:12]=[C:11]([N+:13]([O-:15])=[O:14])[CH:10]=[CH:9][C:8]=1[OH:16] |f:3.4|. Procedure details: 12.2 g (0.056 mole) of chloroacetamido compound of step 1 is heated in 100 ml ethanol and 30 ml concentrated hydrochloric acid for 4 hours accompanied by refluxing. After dilution with water, it is neutralized with sodium bicarbonate and the precipitate is separated by suction, accompanied by rewashing with water. The residue is purified by means of reprecipitation. 3 g of the substance is dissolved hot in 25 ml water/5 ml glacial acetic acid. After cooling, it is filtrated and the filtrate is n... Reactants: [N+](=O)([O-])C=1C=C(C=CC1)N1CC(CC1=O)C(=O)OC (methyl 1-(3-nitrophenyl)-5-oxopyrrolidine-3-carboxylate). The reagents and catalysts are [Pt]=O (Platinum oxide). The solvent is C(C)(=O)OCC (ethyl acetate). Conditions: temperature 23 celsius, time 18 hour. The product is NC=1C=C(C=CC1)N1CC(CC1=O)C(=O)OC (Methyl 1-(3-aminophenyl)-5-oxopyrrolidine-3-carboxylate). Reaction SMILES: [N+:1]([C:4]1[CH:5]=[C:6]([N:10]2[C:14](=[O:15])[CH2:13][CH:12]([C:16]([O:18][CH3:19])=[O:17])[CH2:11]2)[CH:7]=[CH:8][CH:9]=1)([O-])=O>C(OCC)(=O)C.[Pt]=O>[NH2:1][C:4]1[CH:5]=[C:6]([N:10]2[C:14](=[O:15])[CH2:13][CH:12]([C:16]([O:18][CH3:19])=[O:17])[CH2:11]2)[CH:7]=[CH:8][CH:9]=1. Procedure details: Platinum oxide (202.6 mg, 0.89 mmol, 0.05 equiv) was added to a solution of methyl 1-(3-nitrophenyl)-5-oxopyrrolidine-3-carboxylate (4.2014 g, 15.9 mmol, 1 equiv) in ethyl acetate (170 mL). The resulting suspension was placed under a hydrogen balloon and was stirred at 23° C. for 18 hr. The reaction was filtered through celite and was concentrated in vacuo to give the title compound as a white solid. 1H NMR (400 MHz, CDCl3): δ 7.15 (t, 1H, J=2.1 Hz), 7.13 (t, 1H, J=8.1 Hz), 6.78 (dd, 1H, J=8.1 H... Starting materials: C(C)(=O)NC=1SC(=C(N1)C1=CC=C(C=C1)/C=C/C(=O)OCC)C1=CC=C(C=C1)S(=O)(=O)C (ethyl (2E)-3-(4-{2-(acetylamino)-5-[4-(methylsulfonyl)phenyl]-1,3-thiazol-4-yl}phenyl)acrylate), [Cl-].[NH4+] (ammonium chloride), C(Cl)(Cl)Cl (chloroform), [BH4-].[Li+] (lithium borohydride). Run in O1CCCC1 (tetrahydrofuran). Conditions: temperature 20 celsius, time 6.5 hour. Product: OCCCC1=CC=C(C=C1)C=1N=C(SC1C1=CC=C(C=C1)S(=O)(=O)C)NC(C)=O (N-{4-[4-(3-hydroxypropyl)phenyl]-5-[4-(methylsulfonyl)phenyl]-1,3-thiazol-2-yl}acetamide). RXN SMILES: [C:1]([NH:4][C:5]1[S:6][C:7]([C:23]2[CH:28]=[CH:27][C:26]([S:29]([CH3:32])(=[O:31])=[O:30])=[CH:25][CH:24]=2)=[C:8]([C:10]2[CH:15]=[CH:14][C:13](/[CH:16]=[CH:17]/[C:18](OCC)=[O:19])=[CH:12][CH:11]=2)[N:9]=1)(=[O:3])[CH3:2].[BH4-].[Li+].[Cl-].[NH4+].C(Cl)(Cl)Cl>O1CCCC1>[OH:19][CH2:18][CH2:17][CH2:16][C:13]1[CH:12]=[CH:11][C:10]([C:8]2[N:9]=[C:5]([NH:4][C:1](=[O:3])[CH3:2])[S:6][C:7]=2[C:23]2[CH:28]=[CH:27][C:26]([S:29]([CH3:32])(=[O:31])=[O:30])=[CH:25][CH:24]=2)=[CH:15][CH:14]=1 |f:1.2,3.4|. Procedure: To a suspension of ethyl (2E)-3-(4-{2-(acetylamino)-5-[4-(methylsulfonyl)phenyl]-1,3-thiazol-4-yl}phenyl)acrylate (306.5 mg) in tetrahydrofuran (3 ml) was added portionwise lithium borohydride (271 mg) at 0° C., and the mixture was stirred for 6.5 h at 20° C. The reaction mixture was poured into a mixture of saturated ammonium chloride aqueous solution (50 ml) and chloroform (50 ml) at 0° C. The organic layer was separeted, dried over maganesium sulfate and evaporarted to give a crude yellow sol... Reaction SMILES: [N:1]1[C:10]2[C:5](=[CH:6][CH:7]=[CH:8][CH:9]=2)[CH:4]=[CH:3][C:2]=1[CH:11]=O.[CH3:13][O:14][C:15]1[CH:24]=[CH:23][C:18]([C:19]([NH:21][NH2:22])=[O:20])=[CH:17][CH:16]=1>C(O)C>[N:1]1[C:10]2[C:5](=[CH:6][CH:7]=[CH:8][CH:9]=2)[CH:4]=[CH:3][C:2]=1[CH:11]=[N:22][NH:21][C:19](=[O:20])[C:18]1[CH:23]=[CH:24][C:15]([O:14][CH3:13])=[CH:16][CH:17]=1. Procedure: A mixture of 3.14 gm (0.02 mole) of 2-quinolinecarboxaldehyde, 3.32 gm (0.02 mole) of 4-methoxybenzhydrazide and 100 ml of ethanol is refluxed for 9 hrs. The hot solution is filtered and cooled slowly to room temperature. The mixture is chilled. The crystals which separate are collected. The crude mixture is crystallized from ethyl acetate and recrystallized from tetrahydrofuran to yield 3.0 gm (49%) of title compound, having a melting point of 220°-222° C. The product is N1=C(C=CC2=CC=CC=C12)C=NNC(C1=CC=C(C=C1)OC)=O (4-methoxybenzoic acid (2-quinolinylmethylene)hydrazide). Solvent: C(C)O (ethanol). The yield is 49.1%. The reactants are N1=C(C=CC2=CC=CC=C12)C=O (2-quinolinecarboxaldehyde), COC1=CC=C(C(=O)NN)C=C1 (4-methoxybenzhydrazide). Starting materials: S(=O)(=O)([O-])C1=CC=C(C)C=C1 (tosylate), ClC=1C=CC2=C(NC=3N(N=CC3CN2C(=O)C2=CC(=C(CNC(=O)C3CC3)C=C2)F)C)C1 (cyclopropanecarboxylic acid 4-(6-chloro-3-methyl-4,10-dihydro-3H-2,3,4,9-tetraazabenzo[f]azulene-9-carbonyl)-2-fluoro-benzylamide), C1(=CC=C(C=C1)S(=O)(=O)O)C (para-toluenesulphonic acid). The solvent is CO (methanol). Reaction conditions: temperature 22.5 celsius, time 15 hour. Yields the product C1(=CC=C(C=C1)S(=O)(=O)O)C.ClC=1C=CC2=C(NC=3N(N=CC3CN2C(=O)C2=CC(=C(CNC(=O)C3CC3)C=C2)F)C)C1 (cyclopropanecarboxylic acid 4-(6-chloro-3-methyl-4,10-dihydro-3H-2,3,4,9-tetraazabenzo[f]azulene-9-carbonyl)-2-fluoro-benzylamide para-toluenesulphonate). As a reaction SMILES: [S:1]([C:5]1[CH:11]=[CH:10][C:8]([CH3:9])=[CH:7][CH:6]=1)([O-:4])(=[O:3])=[O:2].[Cl:12][C:13]1[CH:14]=[CH:15][C:16]2[N:25]([C:26]([C:28]3[CH:40]=[CH:39][C:31]([CH2:32][NH:33][C:34]([CH:36]4[CH2:38][CH2:37]4)=[O:35])=[C:30]([F:41])[CH:29]=3)=[O:27])[CH2:24][C:23]3[CH:22]=[N:21][N:20]([CH3:42])[C:19]=3[NH:18][C:17]=2[CH:43]=1.C1(C)C=CC(S(O)(=O)=O)=CC=1>CO>[C:8]1([CH3:9])[CH:7]=[CH:6][C:5]([S:1]([OH:4])(=[O:2])=[O:3])=[CH:11][CH:10]=1.[Cl:12][C:13]1[CH:14]=[CH:15][C:16]2[N:25]([C:26]([C:28]3[CH:40]=[CH:39][C:31]([CH2:32][NH:33][C:34]([CH:36]4[CH2:37][CH2:38]4)=[O:35])=[C:30]([F:41])[CH:29]=3)=[O:27])[CH2:24][C:23]3[CH:22]=[N:21][N:20]([CH3:42])[C:19]=3[NH:18][C:17]=2[CH:43]=1 |f:4.5|. Reported procedure: The tosylate salt of the present invention may be prepared as follows: A mixture of cyclopropanecarboxylic acid 4-(6-chloro-3-methyl-4,10-dihydro-3H-2,3,4,9-tetraazabenzo[f]azulene-9-carbonyl)-2-fluoro-benzylamide (prepared by the method described in PCT/DK2005/000540) and para-toluenesulphonic acid are combined in a suitable solvent (e.g. methanol) and stirred at a suitable temperature (e.g. 20 to 25° C.) for a period of time (e.g. 6 to 24 hours). The solvent is then removed (e.g. by rotary eva... Starting materials: N12CC(C(CC1)CC2)C(=O)OC (methyl 3-quinuclidine carboxylate), C(C1=CC=CC=C1)N1CCC(CC1)CCCC(N)=NO (4-(1-benzylpiperidin-4-yl)butanamide oxime), [H-].[Na+] (sodium hydride), 4A, O (water). Solvent: O1CCCC1 (tetrahydrofuran), O1CCCC1 (tetrahydrofuran). Conditions: time 30 minute. The product is C(C1=CC=CC=C1)N1CCC(CC1)CCCC1=NOC(=N1)C1CN2CCC1CC2 (3-[3-(1-benzylpiperidin-4-yl)propyl]-5-(quinuclidin-3-yl)-1,2,4-oxadiazole). The yield is 43.8%. RXN SMILES: [CH2:1]([N:8]1[CH2:13][CH2:12][CH:11]([CH2:14][CH2:15][CH2:16][C:17](=[N:19][OH:20])[NH2:18])[CH2:10][CH2:9]1)[C:2]1[CH:7]=[CH:6][CH:5]=[CH:4][CH:3]=1.[H-].[Na+].[N:23]12[CH2:30][CH2:29][CH:26]([CH2:27][CH2:28]1)[CH:25]([C:31](OC)=O)[CH2:24]2.O>O1CCCC1>[CH2:1]([N:8]1[CH2:9][CH2:10][CH:11]([CH2:14][CH2:15][CH2:16][C:17]2[N:18]=[C:31]([CH:25]3[CH:26]4[CH2:29][CH2:30][N:23]([CH2:28][CH2:27]4)[CH2:24]3)[O:20][N:19]=2)[CH2:12][CH2:13]1)[C:2]1[CH:3]=[CH:4][CH:5]=[CH:6][CH:7]=1 |f:1.2|. Reported procedure: A mixture of 4-(1-benzylpiperidin-4-yl)butanamide oxime (1.0 g), sodium hydride (0.15 g) and molecular sieves 4A (2.0 g) in tetrahydrofuran (50 ml) was stirred at ambient temperature for 30 minutes. To the mixture was added dropwise a solution of methyl 3-quinuclidine carboxylate (0.49 g) in tetrahydrofuran (10 ml) and refluxed for 6 hours. After cooling to room temperature, the mixture was poured into water and extracted with ethyl acetate. The extracts were successively washed with water and b...